From a dataset of the Open Reaction Database (ORD), a public repository of structured organic reaction records. describe an organic reaction: reactants, conditions, products, and yield Reactants: S(=O)(Cl)Cl (Thionyl chloride), N[C@@H](CC1=CC=C(C=C1)O)C(=O)O (L-tyrosine), CO (methanol). Conditions: time 24 hour. The product is [Cl-].OC1=CC=C(C=C1)C[C@@H](C(=O)OC)[NH3+] ((2S)-3-(4-hydroxyphenyl)-1-methoxy-1-oxopropan-2-aminium chloride). Isolated yield 84.0%. Reaction SMILES: S(Cl)([Cl:3])=O.[NH2:5][C@H:6]([C:15]([OH:17])=[O:16])[CH2:7][C:8]1[CH:13]=[CH:12][C:11]([OH:14])=[CH:10][CH:9]=1.[CH3:18]O>>[Cl-:3].[OH:14][C:11]1[CH:10]=[CH:9][C:8]([CH2:7][C@H:6]([NH3+:5])[C:15]([O:17][CH3:18])=[O:16])=[CH:13][CH:12]=1 |f:3.4|. Procedure details: Thionyl chloride (6.62 mmol, 0.48 mL) was added dropwise to a solution of L-tyrosine (0.600 g, 3.31 mmol) in methanol (22 mL). The reaction was heated to reflux with vigorous stirring for 24 h. After cooling, the reaction mixture was concentrated under reduced pressure and the residual methanol removed by azeotropic distillation with dichloromethane (10 mL) under reduced pressure to give the title compound as a white solid (0.646 g, 84%). Starting materials: C([O-])([O-])=O.[Na+].[Na+] (sodium carbonate), O1CCC2=C1C=CC(=C2)C[C@H](C)NCC ((S)-N-[2-(2,3-dihydrobenzofuran-5-yl)-1-methylethyl]ethylamine), CS(=O)(=O)N1CCC(CC1)C=O (N-methanesulfonylpiperidine-4-carboxaldehyde), C(C)(=O)O[BH-](OC(C)=O)OC(C)=O.[Na+] (sodium triacetoxyborohydride). The solvent is ClC(C)Cl (dichloroethane). Reaction conditions: time 2 hour. Yields the product O1CCC2=C1C=CC(=C2)C[C@H](C)N(CC)CC2CCN(CC2)S(=O)(=O)C ((S)-N-[2-(2,3,-dihydrobenzofuran-5-yl)-1-methylethyl]-N-ethyl-(1-methanesulfonylpiperidin-4-ylmethyl)amine). Isolated yield 62.9%. Reaction SMILES: [O:1]1[C:5]2[CH:6]=[CH:7][C:8]([CH2:10][C@@H:11]([NH:13][CH2:14][CH3:15])[CH3:12])=[CH:9][C:4]=2[CH2:3][CH2:2]1.C(O[BH-](OC(=O)C)OC(=O)C)(=O)C.[Na+].[CH3:30][S:31]([N:34]1[CH2:39][CH2:38][CH:37]([CH:40]=O)[CH2:36][CH2:35]1)(=[O:33])=[O:32].C(=O)([O-])[O-].[Na+].[Na+]>ClC(Cl)C>[O:1]1[C:5]2[CH:6]=[CH:7][C:8]([CH2:10][C@@H:11]([N:13]([CH2:40][CH:37]3[CH2:38][CH2:39][N:34]([S:31]([CH3:30])(=[O:33])=[O:32])[CH2:35][CH2:36]3)[CH2:14][CH3:15])[CH3:12])=[CH:9][C:4]=2[CH2:3][CH2:2]1 |f:1.2,4.5.6|. Reported procedure: (S)-N-[2-(2,3-dihydrobenzofuran-5-yl)-1-methylethyl]ethylamine (24 grams, 0.117 mole) was dissolved in dichloroethane (300 ml) and sodium triacetoxyborohydride (37.2 grams, 0.176 mole) was added. After stirring for 5 minutes N-methanesulfonylpiperidine-4-carboxaldehyde (22.4 grams, 0.117 mole) was added and the mixture was stirred for another 2 hours. 5% sodium carbonate (600 ml) was added and the mixture was extracted with dichloromethane. Evaporation of the solvent gave an oil which was recrys... The reactants are C[O-].[Na+] (sodium methoxide), ClC1=CC=C(C=C1)O (4-chlorophenol), BrC(C(=O)OC)C1=CC=C(C=C1)OC1=CC=C(C=C1)Cl (methyl α-bromo-α-[p-(p-chlorophenoxy)phenyl]acetate), [I-].[K+] (potassium iodide). Solvent: CO (methanol), O (water), C1=CC=CC=C1 (benzene). Yields the product ClC1=CC=C(OC(C(=O)OC)C2=CC=C(C=C2)OC2=CC=C(C=C2)Cl)C=C1 (Methyl α-(p-chlorophenoxy)-α-[p-(p-chlorophenoxy)phenyl]acetate). RXN SMILES: C[O-].[Na+].[Cl:4][C:5]1[CH:10]=[CH:9][C:8]([OH:11])=[CH:7][CH:6]=1.[I-].[K+].Br[CH:15]([C:20]1[CH:25]=[CH:24][C:23]([O:26][C:27]2[CH:32]=[CH:31][C:30]([Cl:33])=[CH:29][CH:28]=2)=[CH:22][CH:21]=1)[C:16]([O:18][CH3:19])=[O:17]>CO.C1C=CC=CC=1.O>[Cl:4][C:5]1[CH:10]=[CH:9][C:8]([O:11][CH:15]([C:20]2[CH:25]=[CH:24][C:23]([O:26][C:27]3[CH:28]=[CH:29][C:30]([Cl:33])=[CH:31][CH:32]=3)=[CH:22][CH:21]=2)[C:16]([O:18][CH3:19])=[O:17])=[CH:7][CH:6]=1 |f:0.1,3.4|. Reported procedure: To a solution of 1.19 g of sodium methoxide in 40 ml of methanol is added 3.21 g of 4-chlorophenol. A few crystals of potassium iodide are added, followed by a solution of 7.11 g of methyl α-bromo-α-[p-(p-chlorophenoxy)phenyl]acetate in 10 ml of benzene. The solution is heated at reflux overnight. After cooling to room temperature, the solution is poured into 100 ml of water and extracted with two 100 ml portions of ether. The combined extracts are washed with 50 ml of 5% NaOH, 50 ml of saturate... Starting materials: CON(C(OC1=CC=CC=C1)=O)C1=C(C=CC=C1)C (phenyl N-methoxy-N-(2-methylphenyl)carbamate), BrN1C(CCC1=O)=O (N-bromosuccinimide), azoisobutyronitrile. Reagents/catalysts: BrN1C(CCC1=O)=O (N-bromosuccinimide). Run in C(Cl)(Cl)(Cl)Cl (CCl4). Product: CON(C(OC1=CC=CC=C1)=O)C1=C(C=CC=C1)CBr (Phenyl N-Methoxy-N-(2-bromomethylphenyl)carbamate). The yield is 68.6%. As a reaction SMILES: [CH3:1][O:2][N:3]([C:13]1[CH:18]=[CH:17][CH:16]=[CH:15][C:14]=1[CH3:19])[C:4](=[O:12])[O:5][C:6]1[CH:11]=[CH:10][CH:9]=[CH:8][CH:7]=1.[Br:20]N1C(=O)CCC1=O>BrN1C(=O)CCC1=O.C(Cl)(Cl)(Cl)Cl>[CH3:1][O:2][N:3]([C:13]1[CH:18]=[CH:17][CH:16]=[CH:15][C:14]=1[CH2:19][Br:20])[C:4](=[O:12])[O:5][C:6]1[CH:11]=[CH:10][CH:9]=[CH:8][CH:7]=1. Procedure: A mixture of 324 g (1.3 mol) of phenyl N-methoxy-N-(2-methylphenyl)carbamate (Example 2b), 258 g (1.45 mol) of N-bromosuccinimide and 1 g of azoisobutyronitrile in 1 1 of CCl4 is irradiated using a 300 W UV lamp for about 6 hours, whereby the reaction mixture is heated to boiling. 13 g of N-bromosuccinimide are then added and the mixture is irradiated for a further 8 hours. It is then cooled to room temperature and the precipitated succinimide is filtered off. The organic phase is then extracted...